Dataset: the Open Reaction Database (ORD), a public repository of structured organic reaction records. Task: describe an organic reaction: reactants, conditions, products, and yield The reactants are P(=O)(Cl)(Cl)Cl (Phosphorus oxychloride), CN1N=CC=C1C(=O)NNC(C1=CC=C(C=C1)C(F)(F)F)=O (1-methyl-N′-[4-(trifluoromethyl)benzoyl]-1H-pyrazol-5-carbohydrazide). Solvent: C(C)#N (acetonitrile). Reaction conditions: temperature 90 celsius. Product: CN1N=CC=C1C=1OC(=NN1)C1=CC=C(C=C1)C(F)(F)F (2-(1-Methyl-1H-pyrazol-5-yl)-5-[4-(trifluoromethyl)phenyl]-1,3,4-oxadiazole). Isolated yield 81.4%. RXN SMILES: P(Cl)(Cl)(Cl)=O.[CH3:6][N:7]1[C:11]([C:12]([NH:14][NH:15][C:16](=[O:27])[C:17]2[CH:22]=[CH:21][C:20]([C:23]([F:26])([F:25])[F:24])=[CH:19][CH:18]=2)=O)=[CH:10][CH:9]=[N:8]1>C(#N)C>[CH3:6][N:7]1[C:11]([C:12]2[O:27][C:16]([C:17]3[CH:18]=[CH:19][C:20]([C:23]([F:24])([F:25])[F:26])=[CH:21][CH:22]=3)=[N:15][N:14]=2)=[CH:10][CH:9]=[N:8]1. Reported procedure: Phosphorus oxychloride (1.80 mL) was added to an acetonitrile (4.8 mL) suspension of 1-methyl-N′-[4-(trifluoromethyl)benzoyl]-1H-pyrazol-5-carbohydrazide (300 mg) at a room temperature, and the obtained solution was then heated to reflux at 90° C. for 15 hours. Thereafter, the reaction solution was concentrated under a reduced pressure. A saturated sodium carbonate aqueous solution was added to the residue to convert it to a basic solution, and the resulting solution was then extracted with ethy... Starting materials: C(C)(C)NCCN (N-isopropylethylenediamine), C(C)(=O)O (acetic acid). Product: C(C)(C)N1C(=NC=C1)C (1-Isopropyl-2-methylimidazole). RXN SMILES: [CH:1]([NH:4][CH2:5][CH2:6][NH2:7])([CH3:3])[CH3:2].[C:8](O)(=O)[CH3:9]>>[CH:1]([N:4]1[CH:5]=[CH:6][N:7]=[C:8]1[CH3:9])([CH3:3])[CH3:2]. Reported procedure: The procedure of Example 1 was followed except that 33.1 g (0.32 mol) of N-isopropylethylenediamine, 19.4 g (0.32 mole) of acetic acid and 5.9 g of Harshaw Ni-2715 catalyst were used. About 37.6 g of crude product was recovered. GLC analysis showed that the crude product contained 98% of 1-isopropyl-2-methylimidazole. The reactants are CC(=O)C1=CC(=C(C=C1Cl)Cl)F (2,4-dichloro-5-fluoroacetophenone), [H-].[Na+] (NaH), [H-].[Na+] (sodium hydride), C1CCOC1 (THF), C(C)(=O)O (acetic acid), [H-].[Na+] (NaH), ice. The solvent is C(C)OC(OCC)=O (diethylcarbonate). The product is ClC1=C(C(=O)CC(=O)OCC)C=C(C(=C1)Cl)F (ethyl 2,4-dichloro-5-fluorobenzoylacetate). As a reaction SMILES: [H-].[Na+].[CH2:3]1[CH2:7][O:6][CH2:5][CH2:4]1.C[C:9]([C:11]1[C:16]([Cl:17])=[CH:15][C:14]([Cl:18])=[C:13]([F:19])[CH:12]=1)=[O:10].C(O)(=[O:22])C>C(OC(=O)OCC)C>[Cl:17][C:16]1[CH:15]=[C:14]([Cl:18])[C:13]([F:19])=[CH:12][C:11]=1[C:9]([CH2:4][C:5]([O:6][CH2:7][CH3:3])=[O:22])=[O:10] |f:0.1|. Procedure details: A 250 ml flame dried round bottom flask is equipped with a pressure equalizing addition funnel, magnetic stirring bar, and gas inlet. The flask is charged with a 50% sodium hydride-in-oil suspension (3.74 g, 78.0 mmol) along with 20 ml of dry THF. The slurry of NaH is cooled to 0° C. with an ice bath and a solution of 2,4-dichloro-5-fluoroacetophenone (7.8 g, 37.6 mmol) in 100 ml of diethylcarbonate (100 ml) is added slowly (dropwise) to the slurry of NaH. After the addition is complete the mixt... Reaction SMILES: [CH2:1]=[C:2]([CH3:3])[c:4]1[cH:5][c:6]2[c:7]([c:8]3[cH:9][cH:10][cH:11][n:12][c:13]3[c:14]([NH2:16])[n:15]2)[cH:17][cH:18]1.[CH3:19][CH2:20][OH:21].[Cl:22][CH2:23][Cl:24]>>[CH3:1][CH:2]([CH3:3])[c:4]1[cH:5][c:6]2[c:7]([c:8]3[cH:9][cH:10][cH:11][n:12][c:13]3[c:14]([NH2:16])[n:15]2)[cH:17][cH:18]1. Reactants: C=C(C)c1ccc2c(c1)nc(N)c1ncccc12, CCO, ClCCl. Product: CC(C)c1ccc2c(c1)nc(N)c1ncccc12. Reactants: 3,3,7,7-diethylenedioxy-cis-bicyclo[3.3.0]octane, C1(=CC=C(C=C1)S(=O)(=O)O)C (p-toluenesulfonic acid), CC(=O)C.O (acetone water), C(O)([O-])=O.[Na+] (sodium hydrogencarbonate). Reaction conditions: time 40 minute. Product: C1OC2(C[C@@H]3CC(C[C@@H]3C2)=O)OC1 (7,7-Ethylenedioxy-cis-bicyclo[3.3.0]octan-3-one). Reaction SMILES: [C:1]1([CH3:11])[CH:6]=[CH:5][C:4](S(O)(=O)=O)=[CH:3][CH:2]=1.[C:12](=[O:15])([O-])[OH:13].[Na+].[CH3:17][C:18](C)=O.[OH2:21]>>[CH2:17]1[CH2:18][O:15][C:12]2([CH2:2][C@@H:3]3[C@@H:1]([CH2:6][C:5](=[O:21])[CH2:4]3)[CH2:11]2)[O:13]1 |f:1.2,3.4|. Procedure details: A mixture of 53.9 g of 3,3,7,7-diethylenedioxy-cis-bicyclo[3.3.0]octane as prepared in Referential Example 1, 2.26 g of p-toluenesulfonic acid and 500 ml of acetone-water (3:1) was stirred at room temperature for 1 hour and 40 minutes. Then, to the mixture was added 50 ml of saturated aqueous sodium hydrogencarbonate solution, the deposited crystals was filtered off and acetone was removed in vacuo from the filtrate, and the residue was extracted with chloroform. The organic layer was washed wit...